This data is from the Open Reaction Database (ORD), a public repository of structured organic reaction records. The task is: describe an organic reaction: reactants, conditions, products, and yield The reactants are C(C)(C)(C)OC(=O)N1CCC(CC1)CC(C)(C)O (1-t-butoxycarbonyl-4-(2-hydroxy-2-methyl-1-propyl)piperidine), [H-].[Na+] (NaH), CI (CH3I). Solvent: CN(C)C=O (DMF), CN(C)C=O (DMF). Conditions: time 20 minute. The product is C(C)(C)(C)OC(=O)N1CCC(CC1)CC(C)(C)OC (1-t-Butoxycarbonyl-4-(2-methoxy-2-methyl-1-propyl)piperidine). Yield: 90.7%. Reaction SMILES: [H-].[Na+].[C:3]([O:7][C:8]([N:10]1[CH2:15][CH2:14][CH:13]([CH2:16][C:17]([OH:20])([CH3:19])[CH3:18])[CH2:12][CH2:11]1)=[O:9])([CH3:6])([CH3:5])[CH3:4].[CH3:21]I>CN(C=O)C>[C:3]([O:7][C:8]([N:10]1[CH2:15][CH2:14][CH:13]([CH2:16][C:17]([O:20][CH3:21])([CH3:19])[CH3:18])[CH2:12][CH2:11]1)=[O:9])([CH3:6])([CH3:5])[CH3:4] |f:0.1|. Reported procedure: To a mixture of 0.06 g (2.5 mmol) of NaH in 5 mL of DMF at rt was added a solution of 0.1 g (0.39 mmol) of 1-t-butoxycarbonyl-4-(2-hydroxy-2-methyl-1-propyl)piperidine in 3 mL of DMF. After stirring for 20 min, 0.22 mL (3.5 mmol) of CH3I was added to the reaction mixture and the reaction mixture was stirred for 2 h. The reaction mixture was quenched with water and extracted with EtOAc. The combined organic fractions were washed with sat'd NaCl solution, dried over MgSO4, filtered and the filtrat... The reactants are C[Zn]C, Cc1ccccc1, O=C(O)Cc1cc(Oc2ccc(S(=O)(=O)c3ccccc3)cc2F)cc(OS(=O)(=O)C(F)(F)F)c1, C1COCCO1. Product: Cc1cc(CC(=O)O)cc(Oc2ccc(S(=O)(=O)c3ccccc3)cc2F)c1. As a reaction SMILES: [CH3:36][Zn:37][CH3:38].[CH3:45][c:46]1[cH:47][cH:48][cH:49][cH:50][cH:51]1.[F:1][c:2]1[c:3]([O:4][c:5]2[cH:6][c:7]([CH2:19][C:20](=[O:21])[OH:22])[cH:8][c:9]([O:11][S:12]([C:13]([F:14])([F:15])[F:16])(=[O:17])=[O:18])[cH:10]2)[cH:23][cH:24][c:25]([S:27](=[O:28])(=[O:29])[c:30]2[cH:31][cH:32][cH:33][cH:34][cH:35]2)[cH:26]1.[O:39]1[CH2:40][CH2:41][O:42][CH2:43][CH2:44]1>>[F:1][c:2]1[c:3]([O:4][c:5]2[cH:6][c:7]([CH2:19][C:20](=[O:21])[OH:22])[cH:8][c:9]([CH3:36])[cH:10]2)[cH:23][cH:24][c:25]([S:27](=[O:28])(=[O:29])[c:30]2[cH:31][cH:32][cH:33][cH:34][cH:35]2)[cH:26]1. Reactants: C(=O)(N1C=NC=C1)N1C=NC=C1 (1,1′-Carbonyl-diimidazol), C(#N)C(C=1C=C(C=CC1)N)(C)C (3-(cyano-dimethyl-methyl)-phenylamine), NC1=CC=C(OC2=NC(=NC=C2)NCCCO)C=C1 (3-[4-(4-Amino-phenoxy)-pyrimidin-2-ylamino]-propan-1-ol). Run in ClCCl (dichloro-methane), ClCCl (dichloromethane). Run at time 12 hour. Product: C(#N)C(C=1C=C(C=CC1)NC(=O)NC1=CC=C(C=C1)OC1=NC(=NC=C1)NCCCO)(C)C (1-[3-(Cyano-dimethyl-methyl)-phenyl]-3-{4-[2-(3-hydroxy-propylamino)-pyrimidin-4-yloxy]-phenyl}-urea). Reaction SMILES: [C:1]([N:8]1[CH:12]=[CH:11]N=C1)([N:3]1[CH:7]=[CH:6]N=C1)=[O:2].[C:13]([C:15]([CH3:24])([CH3:23])[C:16]1[CH:17]=[C:18](N)C=C[CH:21]=1)#[N:14].NC1C=[CH:42][C:29]([O:30][C:31]2[CH:36]=[CH:35][N:34]=[C:33]([NH:37][CH2:38][CH2:39][CH2:40][OH:41])[N:32]=2)=[CH:28][CH:27]=1>ClCCl>[C:13]([C:15]([CH3:23])([CH3:24])[C:16]1[CH:21]=[C:12]([NH:8][C:1]([NH:3][C:7]2[CH:6]=[CH:42][C:29]([O:30][C:31]3[CH:36]=[CH:35][N:34]=[C:33]([NH:37][CH2:38][CH2:39][CH2:40][OH:41])[N:32]=3)=[CH:28][CH:27]=2)=[O:2])[CH:11]=[CH:18][CH:17]=1)#[N:14]. Procedure: 196 mg (1.21 mmol) 1,1′-Carbonyl-diimidazol (CDI) were given to a solution of 176 mg (1.10 mmol) 3-(cyano-dimethyl-methyl)-phenylamine in 4.0 ml dichloro-methane and stirred for 12 h. A solution of 286 mg (1.10 mmol) 3-[4-(4-Amino-phenoxy)-pyrimidin-2-ylamino]-propan-1-ol in 6 ml dichloromethane was added within 30 min. and the mixture stirred for 12 h at r.t. The reaction mixture was evaporated and the residue was purified by chromatography on silica gel (dichloromethane/ethanol 96:4). The obta... The yield is 55.9%. RXN SMILES: [CH3:1][O:2][C:3](=[O:26])[CH2:4][C:5]1[C:14]([CH3:15])=[C:13](B2OC(C)(C)C(C)(C)O2)[C:12]2[C:7](=[CH:8][CH:9]=[C:10]([F:25])[CH:11]=2)[CH:6]=1.Br[C:28]1[CH:33]=[CH:32][C:31]([S:34][C:35]2[CH:40]=[CH:39][C:38]([O:41][C:42]([F:45])([F:44])[F:43])=[CH:37][CH:36]=2)=[CH:30][CH:29]=1.C(=O)(O)[O-].[Na+].O>C(COC)OC.C1C=CC([P]([Pd]([P](C2C=CC=CC=2)(C2C=CC=CC=2)C2C=CC=CC=2)([P](C2C=CC=CC=2)(C2C=CC=CC=2)C2C=CC=CC=2)[P](C2C=CC=CC=2)(C2C=CC=CC=2)C2C=CC=CC=2)(C2C=CC=CC=2)C2C=CC=CC=2)=CC=1>[CH3:1][O:2][C:3](=[O:26])[CH2:4][C:5]1[C:14]([CH3:15])=[C:13]([C:28]2[CH:29]=[CH:30][C:31]([S:34][C:35]3[CH:40]=[CH:39][C:38]([O:41][C:42]([F:44])([F:43])[F:45])=[CH:37][CH:36]=3)=[CH:32][CH:33]=2)[C:12]2[C:7](=[CH:8][CH:9]=[C:10]([F:25])[CH:11]=2)[CH:6]=1 |f:2.3,^1:61,63,82,101|. The reagents and catalysts are C=1C=CC(=CC1)[P](C=2C=CC=CC2)(C=3C=CC=CC3)[Pd]([P](C=4C=CC=CC4)(C=5C=CC=CC5)C=6C=CC=CC6)([P](C=7C=CC=CC7)(C=8C=CC=CC8)C=9C=CC=CC9)[P](C=1C=CC=CC1)(C=1C=CC=CC1)C=1C=CC=CC1 (Tetrakis(triphenylphosphine)palladium(0)). Run in C(OC)COC (dimethoxyethane). Yields the product COC(CC1=CC2=CC=C(C=C2C(=C1C)C1=CC=C(C=C1)SC1=CC=C(C=C1)OC(F)(F)F)F)=O ({6-fluoro-3-methyl-4-[4-(4-trifluoromethoxyphenylsulfanyl)-phenyl]-naphthalen-2-yl}-acetic acid methyl ester). Starting materials: O (Water), COC(CC1=CC2=CC=C(C=C2C(=C1C)B1OC(C(O1)(C)C)(C)C)F)=O ([6-fluoro-3-methyl-4-(4,4,5,5-tetra methyl-[1,3,2]-dioxaborolan-2-yl)-naphthalen-2-yl]-acetic acid methyl ester), BrC1=CC=C(C=C1)SC1=CC=C(C=C1)OC(F)(F)F (1-bromo-4-(4-(trifluoromethoxy)phenylsulfanyl)benzene), C([O-])(O)=O.[Na+] (sodium bicarbonate). Reported procedure: A stirred solution of [6-fluoro-3-methyl-4-(4,4,5,5-tetra methyl-[1,3,2]-dioxaborolan-2-yl)-naphthalen-2-yl]-acetic acid methyl ester (0.2 g, 0.55 mmol) in dimethoxyethane (5 mL) was purged with argon for 5 minutes at room temperature. Tetrakis(triphenylphosphine)palladium(0) (0.032 g, 0.028 mmol), impure 1-bromo-4-(4-(trifluoromethoxy)phenylsulfanyl)benzene (0.214 g) and 1.0 M aqueous sodium bicarbonate (5 mL, 5 mmol) were added simultaneously to the reaction mixture under argon. The reaction m... Starting materials: COC(C1=CC=C(C=C1)CCCN1C(CCC1=O)CCC(CC1=CC=CC=C1)O)=O (4-{3-[2-(3-hydroxy-4-phenyl-butyl)-5-oxo-pyrrolidin-1-yl]-propyl}-benzoic acid methyl ester), [OH-].[Na+] (NaOH). Run in CO (MeOH). Run at time 20 hour. Product: OC(CCC1N(C(CC1)=O)CCCC1=CC=C(C(=O)O)C=C1)CC1=CC=CC=C1 (4-{3-[2-(3-Hydroxy-4-phenyl-butyl)-5-oxo-pyrrolidin-1-yl]-propyl}-benzoic acid). Yield: 92.2%. Reaction SMILES: C[O:2][C:3](=[O:30])[C:4]1[CH:9]=[CH:8][C:7]([CH2:10][CH2:11][CH2:12][N:13]2[C:17](=[O:18])[CH2:16][CH2:15][CH:14]2[CH2:19][CH2:20][CH:21]([OH:29])[CH2:22][C:23]2[CH:28]=[CH:27][CH:26]=[CH:25][CH:24]=2)=[CH:6][CH:5]=1.[OH-].[Na+]>CO>[OH:29][CH:21]([CH2:22][C:23]1[CH:24]=[CH:25][CH:26]=[CH:27][CH:28]=1)[CH2:20][CH2:19][CH:14]1[CH2:15][CH2:16][C:17](=[O:18])[N:13]1[CH2:12][CH2:11][CH2:10][C:7]1[CH:6]=[CH:5][C:4]([C:3]([OH:30])=[O:2])=[CH:9][CH:8]=1 |f:1.2|. Procedure details: To a solution of 4-{3-[2-(3-hydroxy-4-phenyl-butyl)-5-oxo-pyrrolidin-1-yl]-propyl}-benzoic acid methyl ester (2.28 g, 5.57 mmol) in MeOH (20 mL) was added 2N NaOH (5 mL). The reaction mixture was stirred at room temperature for 20 h and was heated under reflux for 3 h. The-volatiles were removed in vacuo and the residue was diluted with CH2Cl2 and 1N HCl. The aqueous solution was extracted with CH2Cl2 (2×) and the combined organic extracts were washed with brine. The organic solution was dried (... Starting materials: C(C1=CC=CC=C1)Br (benzyl bromide), OC1=CC=C(C=C1)C(CC1=CC=C(C=C1)F)NC=O (N-[1-(4-hydroxyphenyl)-2-(4-fluorophenyl)ethyl]formamide), C1(=CC=CC=C1)COC1=CC=C(C=C1)C(CC1=CC=C(C=C1)F)NC=O (N-[1-(4-phenylmethoxyphenyl)-2-(4-fluorophenyl)ethyl]formamide), [OH-].[Na+] (NaOH), [H-].[Na+] (NaH). Solvent: CN(C)C=O (DMF), O (H2O), O (H2O). The product is C1(=CC=CC=C1)COC1=CC=C(C=C1)C(CC1=CC=C(C=C1)F)N (α-(4-phenylmethoxyphenyl)-4-fluorobenzeneethanamine). Isolated yield 104.9%. RXN SMILES: C(Br)C1C=CC=CC=1.OC1C=CC(C(NC=O)CC2C=CC(F)=CC=2)=CC=1.[H-].[Na+].[C:30]1([CH2:36][O:37][C:38]2[CH:43]=[CH:42][C:41]([CH:44]([NH:53]C=O)[CH2:45][C:46]3[CH:51]=[CH:50][C:49]([F:52])=[CH:48][CH:47]=3)=[CH:40][CH:39]=2)[CH:35]=[CH:34][CH:33]=[CH:32][CH:31]=1.[OH-].[Na+]>O.CN(C=O)C>[C:30]1([CH2:36][O:37][C:38]2[CH:43]=[CH:42][C:41]([CH:44]([NH2:53])[CH2:45][C:46]3[CH:47]=[CH:48][C:49]([F:52])=[CH:50][CH:51]=3)=[CH:40][CH:39]=2)[CH:35]=[CH:34][CH:33]=[CH:32][CH:31]=1 |f:2.3,5.6|. Procedure: To a -20° C. CH2Cl2 (100 mL) solution of N-[1-(4-methoxyphenyl)-2-(4-fluorophenyl)ethyl]formamide (1.6 g, 5.86 mmol) (for preparation see step A of Example 48) was added 11 mL of 1N BBr3 in hexane. After warming to 0° C. and stirring for one hour, an additional 5 mL of BBr3 solution was added. After 40 minutes, the reaction was complete by HPLC analysis. The reaction was quenched upon transferal into a stirred 4° C. aqueous NaHCO3 solution and extracted with CH2Cl2 (3×). The organic phases were ...